Dataset: the Open Reaction Database (ORD), a public repository of structured organic reaction records. Task: describe an organic reaction: reactants, conditions, products, and yield The reactants are NC1=CC(=C(NC(CCCC)=O)C=C1)Cl (4'-amino-2'-chlorovaleranilide), anti-tricyclo[4.2.2.02,5 ]dec-3,9-diene-endo7,endo-8. Run in N1=CC=CC=C1 (pyridine). Yields the product CCC=CCCCCC=C (dec-3,9-diene), endo-8-dicarboximide. RXN SMILES: N[C:2]1[CH:14]=[CH:13][C:5](NC(=O)CCCC)=[C:4](Cl)[CH:3]=1>N1C=CC=CC=1>[CH3:4][CH2:3][CH:2]=[CH:14][CH2:3][CH2:4][CH2:5][CH2:13][CH:14]=[CH2:2]. Reported procedure: A mixture of 4'-amino-2'-chlorovaleranilide (2.27 g., 0.01 mole) anti-tricyclo[4.2.2.02,5 ]dec-3,9-diene-endo7,endo-8-dicarboxylic anhydride (2.02 g., 0.01 mole) and pyridine (20 ml.) is heated under reflux for twenty-four hours. The solvent is removed in vacuo and the residue (4.35 g., m.p. 120°-136° C.) is recrystallized from butyl chloride to give N-(3-chloro-4-valeramidophenyl)-antitricyclo[4.2.2.02,5 ]dec-3,9-diene-endo-7,endo-8-dicarboximide, m.p. 157.5°-159° C. Starting materials: stainless steel, Mn(C2H3O2)2, Sb2O3, C(CCCCC(=O)[O-])(=O)[O-] (adipate), 11.1, C(C1=CC=C(C(=O)OC)C=C1)(=O)OC (dimethyl terephthalate), CO (methyl alcohol), glycol. Procedure details: In a stainless steel distilling pot having a drain valve in the bottom is placed 11 lbs. (5.0 kilograms) of dimethyl terephthalate, 7 lbs. 6 oz. (3.35 kilograms) of ethylene glycol and 120 milliliters glycol solution of 2.45 grams Mn(C2H3O2)2 . 4H2O and 1.69 grams of Sb2O3. The mixture is heated to 240°C. over a 3 hour period during which time 1,650 grams of methyl alcohol and 750 grams of ethylene glycol are removed sequentially. The resulting monomer is drained to a stainless steel autoclave f... Conditions: time 2 hour. Reaction SMILES: [C:1]([O:13]C)(=[O:12])[C:2]1[CH:11]=[CH:10][C:5]([C:6]([O:8]C)=[O:7])=[CH:4][CH:3]=1.CO.[C:17]([O-:26])(=[O:25])[CH2:18][CH2:19][CH2:20][CH2:21][C:22]([O-:24])=[O:23]>C(O)CO>[C:1]([O-:13])(=[O:12])[C:2]1[CH:11]=[CH:10][C:5]([C:6]([O-:8])=[O:7])=[CH:4][CH:3]=1.[C:17]([O-:26])(=[O:25])[CH2:18][CH2:19][CH2:20][CH2:21][C:22]([O-:24])=[O:23] |f:4.5|. Solvent: C(CO)O (ethylene glycol), C(CO)O (ethylene glycol). Product: C(C1=CC=C(C(=O)[O-])C=C1)(=O)[O-].C(CCCCC(=O)[O-])(=O)[O-] (Terephthalate Adipate). Reactants: C1=CC=CC=2NC3=CC=CC=C3CC12 (acridan), CC(C)([O-])C.[Na+] (sodium t-butoxide), BrC1=CC=C(C=C1)[N+](=O)[O-] (1-bromo-4-nitrobenzene). The reagents and catalysts are CC(=O)[O-].CC(=O)[O-].[Pd+2] (Pd(OAc)2), C(C)(C)(C)P(C(C)(C)C)C(C)(C)C (tri-t-butylphosphine). The solvent is C1(=CC=CC=C1)C (toluene). Run at time 18 hour. Yields the product [N+](=O)([O-])C1=CC=C(C=C1)N1C=2C=CC=CC2CC2=CC=CC=C12 (N-(4-nitrophenyl)acridan). The yield is 24.0%. As a reaction SMILES: [CH:1]1[C:14]2[CH2:13][C:12]3[C:7](=[CH:8][CH:9]=[CH:10][CH:11]=3)[NH:6][C:5]=2[CH:4]=[CH:3][CH:2]=1.CC(C)([O-])C.[Na+].Br[C:22]1[CH:27]=[CH:26][C:25]([N+:28]([O-:30])=[O:29])=[CH:24][CH:23]=1>C1(C)C=CC=CC=1.CC([O-])=O.CC([O-])=O.[Pd+2].C(P(C(C)(C)C)C(C)(C)C)(C)(C)C>[N+:28]([C:25]1[CH:26]=[CH:27][C:22]([N:6]2[C:7]3[C:12](=[CH:11][CH:10]=[CH:9][CH:8]=3)[CH2:13][C:14]3[CH:1]=[CH:2][CH:3]=[CH:4][C:5]2=3)=[CH:23][CH:24]=1)([O-:30])=[O:29] |f:1.2,5.6.7|. Procedure details: A mixture of 10.00 g of acridan (55.2 mmol), 0.26 g of Pd(OAc)2 (0.11 mmol), 0.20 g of tri-t-butylphosphine (0.88 mmol), 7.96 g of sodium t-butoxide (82.8 mmol), and 12.39 g of 1-bromo-4-nitrobenzene (61.3 mmol) in 150 mL of dry toluene (MgSO4) was stirred at room temperature under inert atmosphere for 18 h. The reaction mixture was extracted with 1 L of CH2Cl2 and filtered through silica gel. The filtrate chromatographed on silica gel with 2.5-5% ethyl acetate in hexanes to afford white solid t... Reaction conditions: temperature 0 celsius. Run in Cl (hydrochloric acid). Procedure details: A solution of the product from Example 119 (0.38 g) in 6N hydrochloric acid (40 ml) was refluxed for 14 hours. The reaction mixture was cooled to 0° C., basified to pH 11 and extracted with methylene chloride. The organic layer was separated, dried and evaporated to afford the desired compound. Product: N1C(=NCC1)C1CCCC=2C1=CC=C1CCNC21 (2,3,6,7,8,9-Hexahydro-6-(4,5-dihydro-1H-imidazol-2-yl)-1H-benz[g]indole). RXN SMILES: [NH:1]1[CH2:5][CH2:4][N:3]=[C:2]1[CH:6]1[C:11]2=[CH:12][CH:13]=[C:14]3[C:18]([N:17](C(OCC)=O)[CH2:16][CH2:15]3)=[C:10]2[CH2:9][CH2:8][CH2:7]1>Cl>[NH:3]1[CH2:4][CH2:5][N:1]=[C:2]1[CH:6]1[C:11]2=[CH:12][CH:13]=[C:14]3[C:18]([NH:17][CH2:16][CH2:15]3)=[C:10]2[CH2:9][CH2:8][CH2:7]1. The reactants are N1C(=NCC1)C1CCCC=2C1=CC=C1CCN(C21)C(=O)OCC (2,3,6,7,8,9-Hexahydro-6-(4,5-dihydro-1H-imidazol-2-yl)-1H-benz[g]indole-1-carboxylic acid, ethyl ester).